This data is from the Open Reaction Database (ORD), a public repository of structured organic reaction records. The task is: describe an organic reaction: reactants, conditions, products, and yield Reactants: O1CCC(=CC1)C1=NC=C(C(=O)NC2=CC=C(C=C2)OC(F)(F)F)C=C1C=1C=NC=NC1 (6-(3,6-dihydro-2h-pyran-4-yl)-5-(pyrimidin-5-yl)-N-(4-(trifluoromethoxy)phenyl)nicotinamide). Reagents/catalysts: O=[Pt]=O (PtO2). Solvent: C(C)(=O)O (acetic acid). Run at time 67 hour. The product is N1=CN=CC(=C1)C=1C(=NC=C(C(=O)NC2=CC=C(C=C2)OC(F)(F)F)C1)C1CCOCC1 (5-(Pyrimidin-5-yl)-6-(tetrahydro-2h-pyran-4-yl)-N-(4-(trifluoromethoxy)phenyl)nicotinamide). Reaction SMILES: [O:1]1[CH2:6][CH:5]=[C:4]([C:7]2[C:26]([C:27]3[CH:28]=[N:29][CH:30]=[N:31][CH:32]=3)=[CH:25][C:10]([C:11]([NH:13][C:14]3[CH:19]=[CH:18][C:17]([O:20][C:21]([F:24])([F:23])[F:22])=[CH:16][CH:15]=3)=[O:12])=[CH:9][N:8]=2)[CH2:3][CH2:2]1>C(O)(=O)C.O=[Pt]=O>[N:31]1[CH:32]=[C:27]([C:26]2[C:7]([CH:4]3[CH2:5][CH2:6][O:1][CH2:2][CH2:3]3)=[N:8][CH:9]=[C:10]([CH:25]=2)[C:11]([NH:13][C:14]2[CH:15]=[CH:16][C:17]([O:20][C:21]([F:24])([F:22])[F:23])=[CH:18][CH:19]=2)=[O:12])[CH:28]=[N:29][CH:30]=1. Procedure details: A solution of 6-(3,6-dihydro-2h-pyran-4-yl)-5-(pyrimidin-5-yl)-N-(4-(trifluoromethoxy)phenyl)nicotinamide (Example 44, 80 mg, 0.180 mmol) in acetic acid (5 mL) was hydrogenated in the presence of PtO2 (16 mg) at RT and atmospheric pressure for 67 h. The RM was filtered through Celite® and the solvent was evaporated off under reduced pressure to give the crude product which was purified by reverse phase chromatography (MPLC, Lichroprep® 15-25 μm column, water+0.1% formic acid/MeCN+0.1% formic aci... Run in CCO (EtOH). Reported procedure: At a normal pressure under a hydrogen gas atmosphere, to a solution of methyl 4-phenyl-5-vinylthiophene-2-carboxylate (250 mg) in EtOH (5 mL) was added Pd/C (50% wet) (50 mg) at 25° C., followed by stirring for 5 hours. The reaction mixture was filtered through celite and the filtrate was concentrated under reduced pressure to obtain methyl 5-ethyl-4-phenylthiophene-2-carboxylate (247.3 mg) as a colorless liquid. Reaction SMILES: [C:1]1([C:7]2[CH:8]=[C:9]([C:14]([O:16][CH3:17])=[O:15])[S:10][C:11]=2[CH:12]=[CH2:13])[CH:6]=[CH:5][CH:4]=[CH:3][CH:2]=1>CCO.[Pd]>[CH2:12]([C:11]1[S:10][C:9]([C:14]([O:16][CH3:17])=[O:15])=[CH:8][C:7]=1[C:1]1[CH:6]=[CH:5][CH:4]=[CH:3][CH:2]=1)[CH3:13]. Starting materials: C1(=CC=CC=C1)C=1C=C(SC1C=C)C(=O)OC (methyl 4-phenyl-5-vinylthiophene-2-carboxylate). Isolated yield 98.1%. Yields the product C(C)C1=C(C=C(S1)C(=O)OC)C1=CC=CC=C1 (methyl 5-ethyl-4-phenylthiophene-2-carboxylate). The reagents and catalysts are [Pd] (Pd/C). Conditions: time 5 hour. The reactants are CCOC(=O)CCn1cc(-c2ccc(F)cc2)n(-c2ccc(Cl)cc2)c1=S, C1COCCO1, Cl, [Li+], [OH-], O, O. The product is O=C(O)CCn1cc(-c2ccc(F)cc2)n(-c2ccc(Cl)cc2)c1=S. As a reaction SMILES: [CH2:1]([CH3:2])[O:3][C:4]([CH2:5][CH2:6][n:7]1[c:8](=[S:26])[n:9](-[c:19]2[cH:20][cH:21][c:22]([Cl:25])[cH:23][cH:24]2)[c:10](-[c:12]2[cH:13][cH:14][c:15]([F:18])[cH:16][cH:17]2)[cH:11]1)=[O:27].[CH2:33]1[O:34][CH2:35][CH2:36][O:37][CH2:38]1.[ClH:32].[Li+:30].[OH-:29].[OH2:28].[OH2:31]>>[O:3]=[C:4]([CH2:5][CH2:6][n:7]1[c:8](=[S:26])[n:9](-[c:19]2[cH:20][cH:21][c:22]([Cl:25])[cH:23][cH:24]2)[c:10](-[c:12]2[cH:13][cH:14][c:15]([F:18])[cH:16][cH:17]2)[cH:11]1)[OH:27]. Starting materials: C(=O)C1=C(C=C(S1)C(=O)O)C (5-formyl-4-methyl-thiophene-2-carboxylic acid), C(C)C1=C(OC[C@H](CNC(CO)=O)O)C(=CC(=C1)C(NO)=N)C (N—((S)-3-[2-ethyl-4-(N-hydroxycarbamimidoyl)-6-methyl-phenoxy]-2-hydroxy-propyl)-2-hydroxy-acetamide). Yields the product C(C)C1=C(OC[C@H](CNC(CO)=O)O)C(=CC(=C1)C1=NOC(=N1)C=1SC(=C(C1)C)C=O)C (N—((S)-3-{2-Ethyl-4-[5-(5-formyl-4-methyl-thiophen-2-yl)-[1,2,4]oxadiazol-3-yl]-6-methyl-phenoxy}-2-hydroxy-propyl)-2-hydroxy-acetamide). Reaction SMILES: [CH:1]([C:3]1[S:7][C:6]([C:8]([OH:10])=O)=[CH:5][C:4]=1[CH3:11])=[O:2].[CH2:12]([C:14]1[CH:29]=[C:28]([C:30](=[NH:33])[NH:31]O)[CH:27]=[C:26]([CH3:34])[C:15]=1[O:16][CH2:17][C@@H:18]([OH:25])[CH2:19][NH:20][C:21](=[O:24])[CH2:22][OH:23])[CH3:13]>>[CH2:12]([C:14]1[CH:29]=[C:28]([C:30]2[N:33]=[C:8]([C:6]3[S:7][C:3]([CH:1]=[O:2])=[C:4]([CH3:11])[CH:5]=3)[O:10][N:31]=2)[CH:27]=[C:26]([CH3:34])[C:15]=1[O:16][CH2:17][C@@H:18]([OH:25])[CH2:19][NH:20][C:21](=[O:24])[CH2:22][OH:23])[CH3:13]. Procedure: The title compound is prepared according to Method A starting from 5-formyl-4-methyl-thiophene-2-carboxylic acid and N—((S)-3-[2-ethyl-4-(N-hydroxycarbamimidoyl)-6-methyl-phenoxy]-2-hydroxy-propyl)-2-hydroxy-acetamide; LC-MS: tR=0.92 min; [M+1]+=460.17; 1H NMR δ 1.22 (t, J=7.5 Hz, 3H), 2.35 (s, 3H), 2.65 (s, 3H), 2.73 (q, J=7.5 Hz, 2H), 3.20-3.28 (m, 1H), 3.39-3.47 (m, 1H), 3.70-3.80 (m, 2H), 3.84 (d, J=5.5 Hz, 2H), 3.92-4.00 (m, 1H), 5.30 (d, J=5.3 Hz, 1H), 5.54 (t, J=5.8 Hz, 1H), 7.69 (t, J=5....